This data is from the Open Reaction Database (ORD), a public repository of structured organic reaction records. The task is: describe an organic reaction: reactants, conditions, products, and yield The reactants are C(#C)C1=CN=C2N1C1=CC=C(C=C1N=C2NCCCOC2OCCCC2)C(F)(F)F (1-ethynyl-N-[3-(tetrahydro-2H-pyran-2-yloxy)propyl]-7-(trifluoromethyl)imidazo [1,2-a]quinoxalin-4-amine), C1(=CC=CC=C1)P(C1=CC=CC=C1)C1=CC=CC=C1 (triphenylphosphine), Pd(PPh3)Cl2, N1(CCOCC1)C(=O)Cl (morpholine-4-carbonyl chloride). The reagents and catalysts are [Cu](I)I (copper iodide). Run in C(C)N(CC)CC (triethylamine). Reaction conditions: temperature 80 celsius, time 40 hour. The product is N1(CCOCC1)C(C#CC1=CN=C2N1C1=CC=C(C=C1N=C2NCCCOC2OCCCC2)C(F)(F)F)=O (1-(3-morpholin-4-yl-3-oxoprop-1-yn-1-yl)-N-[3-(tetrahydro-2H-pyran-2-yloxy)propyl]-7-(trifluoromethyl)imidazo[1,2-a]quinoxalin-4-amine). Yield: 29.1%. Reaction SMILES: [C:1]([C:3]1[N:7]2[C:8]3[C:13]([N:14]=[C:15]([NH:16][CH2:17][CH2:18][CH2:19][O:20][CH:21]4[CH2:26][CH2:25][CH2:24][CH2:23][O:22]4)[C:6]2=[N:5][CH:4]=1)=[CH:12][C:11]([C:27]([F:30])([F:29])[F:28])=[CH:10][CH:9]=3)#[CH:2].C1(P(C2C=CC=CC=2)C2C=CC=CC=2)C=CC=CC=1.[N:50]1([C:56](Cl)=[O:57])[CH2:55][CH2:54][O:53][CH2:52][CH2:51]1>C(N(CC)CC)C.[Cu](I)I>[N:50]1([C:56](=[O:57])[C:2]#[C:1][C:3]2[N:7]3[C:8]4[C:13]([N:14]=[C:15]([NH:16][CH2:17][CH2:18][CH2:19][O:20][CH:21]5[CH2:26][CH2:25][CH2:24][CH2:23][O:22]5)[C:6]3=[N:5][CH:4]=2)=[CH:12][C:11]([C:27]([F:28])([F:29])[F:30])=[CH:10][CH:9]=4)[CH2:55][CH2:54][O:53][CH2:52][CH2:51]1. Reported procedure: To a solution of 1-ethynyl-N-[3-(tetrahydro-2H-pyran-2-yloxy)propyl]-7-(trifluoromethyl)imidazo [1,2-a]quinoxalin-4-amine (46 mg, 0.11 mmol), copper iodide (1 mg, 0.0055 mmol), triphenylphosphine (3 mg, 0.11 mmol) and Pd(PPh3)Cl2 (1.5 mg, 0.0022 mmol) in anhydrous triethylamine (0.5 mL) was added morpholine-4-carbonyl chloride (17 μL, 0.16 mmol) under an argon atmosphere. The mixture was stirred at 80° C. for 40 h, poured onto water and extracted four times with ethyl acetate. The combined organ... Reaction SMILES: [C:37]([CH3:38])(=[S:39])[O-:40].[CH3:42][N:43]([CH3:44])[CH:45]=[O:46].[CH:1]([CH3:2])([CH3:3])[N:4]([C:5](=[O:6])[c:7]1[n:8][c:9]([N:12]2[CH2:13][CH:14]([O:16][S:17]([CH3:18])(=[O:19])=[O:20])[CH2:15]2)[s:10][cH:11]1)[CH2:21][CH2:22][NH:23][C:24](=[O:25])[O:26][CH2:27][c:28]1[cH:29][cH:30][c:31]([N+:34](=[O:35])[O-:36])[cH:32][cH:33]1.[K+:41]>>[CH:1]([CH3:2])([CH3:3])[N:4]([C:5](=[O:6])[c:7]1[n:8][c:9]([N:12]2[CH2:13][CH:14]([S:39][C:37]([CH3:38])=[O:40])[CH2:15]2)[s:10][cH:11]1)[CH2:21][CH2:22][NH:23][C:24](=[O:25])[O:26][CH2:27][c:28]1[cH:29][cH:30][c:31]([N+:34](=[O:35])[O-:36])[cH:32][cH:33]1. Starting materials: CC([O-])=S, CN(C)C=O, CC(C)N(CCNC(=O)OCc1ccc([N+](=O)[O-])cc1)C(=O)c1csc(N2CC(OS(C)(=O)=O)C2)n1, [K+]. The product is CC(=O)SC1CN(c2nc(C(=O)N(CCNC(=O)OCc3ccc([N+](=O)[O-])cc3)C(C)C)cs2)C1.